From a dataset of the Open Reaction Database (ORD), a public repository of structured organic reaction records. describe an organic reaction: reactants, conditions, products, and yield Yields the product C(C)(C)(C)SC1=C(C=CC=C1)CN ((2-(tert-Butylthio)phenyl)methanamine). Run at time 1.5 hour. Isolated yield 28.2%. Procedure details: To a solution of 2-(tert-butylthio)benzonitrile (Guiu, E. et al., J. Organomet. Chem., 689:1911-1918 (2004)) (1.00 g, 5.23 mmol) in THF (10.5 mL) was added BH3.THF (10.5 mL, 10.5 mmol, 1.0M solution in THF) via syringe. The resulting clear, colorless solution was stirred at room temperature for 1.5 h and then at 50° C. for 2 h. The reaction mixture was cooled to room temperature, and MeOH (2.5 mL) was added carefully via syringe (gas evolution) followed by 1N aq. HCl solution (12.0 mL). The mixt... Run in C1CCOC1 (THF), CCOC(=O)C (EtOAc). As a reaction SMILES: [C:1]([S:5][C:6]1[CH:13]=[CH:12][CH:11]=[CH:10][C:7]=1[C:8]#[N:9])([CH3:4])([CH3:3])[CH3:2].B.C1COCC1.CO.Cl>C1COCC1.CCOC(C)=O>[C:1]([S:5][C:6]1[CH:13]=[CH:12][CH:11]=[CH:10][C:7]=1[CH2:8][NH2:9])([CH3:4])([CH3:2])[CH3:3] |f:1.2|. The reactants are C(C)(C)(C)SC1=C(C#N)C=CC=C1 (2-(tert-butylthio)benzonitrile), B.C1CCOC1 (BH3.THF), Cl (HCl), CO (MeOH). Reactants: C1CCOC1, OC(c1ccccc1-n1ccc(-c2ccccc2)n1)C(F)(F)F, [H-], Nc1nc(Cl)cc(Cl)n1, [Na+]. Yields the product Nc1nc(Cl)cc(OC(c2ccccc2-n2ccc(-c3ccccc3)n2)C(F)(F)F)n1. Reaction SMILES: [CH2:35]1[O:36][CH2:37][CH2:38][CH2:39]1.[F:10][C:11]([CH:12]([OH:13])[c:14]1[c:15](-[n:20]2[n:21][c:22](-[c:25]3[cH:26][cH:27][cH:28][cH:29][cH:30]3)[cH:23][cH:24]2)[cH:16][cH:17][cH:18][cH:19]1)([F:31])[F:32].[H-:34].[NH2:1][c:2]1[n:3][c:4]([Cl:9])[cH:5][c:6]([Cl:8])[n:7]1.[Na+:33]>>[NH2:1][c:2]1[n:3][c:4]([O:13][CH:12]([C:11]([F:10])([F:31])[F:32])[c:14]2[c:15](-[n:20]3[n:21][c:22](-[c:25]4[cH:26][cH:27][cH:28][cH:29][cH:30]4)[cH:23][cH:24]3)[cH:16][cH:17][cH:18][cH:19]2)[cH:5][c:6]([Cl:8])[n:7]1. Reactants: C1CCOC1, Fc1cccc(F)n1, [Li]c1ccccc1. The product is Fc1cccc(-c2ccccc2)n1. As a reaction SMILES: [CH2:16]1[O:17][CH2:18][CH2:19][CH2:20]1.[F:1][c:2]1[n:3][c:4]([F:8])[cH:5][cH:6][cH:7]1.[c:9]1([Li:15])[cH:10][cH:11][cH:12][cH:13][cH:14]1>>[c:2]1(-[c:9]2[cH:10][cH:11][cH:12][cH:13][cH:14]2)[n:3][c:4]([F:8])[cH:5][cH:6][cH:7]1. The reactants are CC1(C=2C=CC(=CC2C(CC1)(C)C)C=CCC1OCCCO1)C (2-[3-(5,6,7,8-tetrahydro-5,5, 8,8-tetramethyl-2-naphthyl)-allyl]-1,3-dioxane), BrC1=CC=C(C=C1)C (4-bromotoluene), Pd (OAc)2, P(C1=CC=CC=C1)(C1=CC=CC=C1)C1=CC=CC=C1 (P(C6H5)3), C([O-])([O-])=O.[K+].[K+] (potassium carbonate). Product: CC1=CC=C(C=C1)\C(\CC1OCCCO1)=C\C1=CC=2C(CCC(C2C=C1)(C)C)(C)C (E-2-[-2-(4-methylphenyl)-3-(5,6,7,8-tetrahydro-5,5, 8,8-tetramethyl-2-naphthyl)allyl]-1,3-dioxane). Reaction SMILES: [CH3:1][C:2]1([CH3:23])[CH2:11][CH2:10][C:9]([CH3:13])([CH3:12])[C:8]2[CH:7]=[C:6]([CH:14]=[CH:15][CH2:16][CH:17]3[O:22][CH2:21][CH2:20][CH2:19][O:18]3)[CH:5]=[CH:4][C:3]1=2.Br[C:25]1[CH:30]=[CH:29][C:28]([CH3:31])=[CH:27][CH:26]=1.P(C1C=CC=CC=1)(C1C=CC=CC=1)C1C=CC=CC=1.C(=O)([O-])[O-].[K+].[K+]>>[CH3:31][C:28]1[CH:29]=[CH:30][C:25](/[C:15](=[CH:14]/[C:6]2[CH:5]=[CH:4][C:3]3[C:2]([CH3:23])([CH3:1])[CH2:11][CH2:10][C:9]([CH3:12])([CH3:13])[C:8]=3[CH:7]=2)/[CH2:16][CH:17]2[O:18][CH2:19][CH2:20][CH2:21][O:22]2)=[CH:26][CH:27]=1 |f:3.4.5|. Procedure details: 1.5 g (5 mmoles) of 2-[3-(5,6,7,8-tetrahydro-5,5, 8,8-tetramethyl-2-naphthyl)-allyl]-1,3-dioxane, 850 mg (5 mmoles) of 4-bromotoluene, 25 mg (0.1 mmole) of Pd (OAc)2, 55 mg (0.2 mmole) of P(C6H5)3 and 1.4 g (10 mmoles) of potassium carbonate are heated at 180° C. for 2 hours under passage of nitrogen. Starting materials: O=C([O-])[O-], COc1cc2c(Cl)ncnc2cc1OCCCN(C)S(C)(=O)=O, [K+], [K+], CN(C)C=O, Cc1cc2cc(O)ccc2[nH]1. Yields the product COc1cc2c(Oc3ccc4[nH]c(C)cc4c3)ncnc2cc1OCCCN(C)S(C)(=O)=O. RXN SMILES: [C:24](=[O:25])([O-:26])[O-:27].[Cl:1][c:2]1[n:3][cH:4][n:5][c:6]2[cH:7][c:8]([O:14][CH2:15][CH2:16][CH2:17][N:18]([S:19](=[O:20])(=[O:21])[CH3:22])[CH3:23])[c:9]([O:12][CH3:13])[cH:10][c:11]12.[K+:28].[K+:29].[O:41]=[CH:42][N:43]([CH3:44])[CH3:45].[OH:30][c:31]1[cH:32][c:33]2[cH:34][c:35]([CH3:40])[nH:36][c:37]2[cH:38][cH:39]1>>[c:2]1([O:30][c:31]2[cH:32][c:33]3[cH:34][c:35]([CH3:40])[nH:36][c:37]3[cH:38][cH:39]2)[n:3][cH:4][n:5][c:6]2[cH:7][c:8]([O:14][CH2:15][CH2:16][CH2:17][N:18]([S:19](=[O:20])(=[O:21])[CH3:22])[CH3:23])[c:9]([O:12][CH3:13])[cH:10][c:11]12. The reactants are CCCN1CCN(C2CCNC2)CC1, O=C(O)C(c1ccccc1)n1c(=O)[nH]c2cc(Cl)ccc21, ClCCl, On1nnc2ccccc21. Yields the product CCCN1CCN(C2CCN(C(=O)C(c3ccccc3)n3c(=O)[nH]c4cc(Cl)ccc43)C2)CC1. As a reaction SMILES: [CH2:32]([CH2:33][CH3:34])[N:35]1[CH2:36][CH2:37][N:38]([CH:41]2[CH2:42][NH:43][CH2:44][CH2:45]2)[CH2:39][CH2:40]1.[Cl:1][c:2]1[cH:3][c:4]2[c:5]([n:6]([CH:10]([C:11](=[O:12])[OH:13])[c:14]3[cH:15][cH:16][cH:17][cH:18][cH:19]3)[c:7](=[O:9])[nH:8]2)[cH:20][cH:21]1.[Cl:46][CH2:47][Cl:48].[OH:22][n:23]1[c:24]2[c:25]([cH:26][cH:27][cH:28][cH:29]2)[n:30][n:31]1>>[Cl:1][c:2]1[cH:3][c:4]2[c:5]([n:6]([CH:10]([C:11](=[O:12])[N:43]3[CH2:42][CH:41]([N:38]4[CH2:37][CH2:36][N:35]([CH2:32][CH2:33][CH3:34])[CH2:40][CH2:39]4)[CH2:45][CH2:44]3)[c:14]3[cH:15][cH:16][cH:17][cH:18][cH:19]3)[c:7](=[O:9])[nH:8]2)[cH:20][cH:21]1. Reactants: BrC=1C=C(C=CC1N(CCCCCC)CCCCCC)NC(CC(C)=O)=O (N-(3-bromo-4-(dihexylamino)phenyl)-3-oxobutanamide), N (ammonia). The solvent is CO (MeOH). Reaction conditions: time 8 hour. Yields the product N\C(=C/C(=O)NC1=CC(=C(C=C1)N(CCCCCC)CCCCCC)Br)\C ((Z)-3-amino-N-(3-bromo-4-(dihexylamino)phenyl)but-2-enamide). Yield: 100.0%. Reaction SMILES: [Br:1][C:2]1[CH:3]=[C:4]([NH:21][C:22](=[O:27])[CH2:23][C:24](=O)[CH3:25])[CH:5]=[CH:6][C:7]=1[N:8]([CH2:15][CH2:16][CH2:17][CH2:18][CH2:19][CH3:20])[CH2:9][CH2:10][CH2:11][CH2:12][CH2:13][CH3:14].[NH3:28]>CO>[NH2:28]/[C:24](/[CH3:25])=[CH:23]\[C:22]([NH:21][C:4]1[CH:5]=[CH:6][C:7]([N:8]([CH2:15][CH2:16][CH2:17][CH2:18][CH2:19][CH3:20])[CH2:9][CH2:10][CH2:11][CH2:12][CH2:13][CH3:14])=[C:2]([Br:1])[CH:3]=1)=[O:27]. Procedure details: A mixture of N-(3-bromo-4-(dihexylamino)phenyl)-3-oxobutanamide (5.10 g, 11.6 mmol), MeOH (60 mL) and ammonia (60 mL) was stirred at rt overnight. The mixture was then concentrated in vacuo to give the title compound as black oil (5.10 g, 100%).